describe an organic reaction: reactants, conditions, products, and yield From a dataset of the Open Reaction Database (ORD), a public repository of structured organic reaction records. Reaction SMILES: Cl.Cl.[CH2:3]([O:5][C:6](=[O:28])[CH2:7][C:8]1[CH:9]=[N:10][CH:11]=[C:12]([C:14]2[CH:19]=[CH:18][C:17]([C:20]([F:23])([F:22])[F:21])=[CH:16][C:15]=2[CH2:24][NH:25][CH2:26][CH3:27])[CH:13]=1)[CH3:4].[C:29]([OH:39])(=O)[CH2:30][CH2:31][C:32]1[CH:37]=[CH:36][CH:35]=[CH:34][CH:33]=1>>[CH2:3]([O:5][C:6](=[O:28])[CH2:7][C:8]1[CH:9]=[N:10][CH:11]=[C:12]([C:14]2[CH:19]=[CH:18][C:17]([C:20]([F:22])([F:21])[F:23])=[CH:16][C:15]=2[CH2:24][N:25]([CH2:26][CH3:27])[C:29](=[O:39])[CH2:30][CH2:31][C:32]2[CH:33]=[CH:34][CH:35]=[CH:36][CH:37]=2)[CH:13]=1)[CH3:4] |f:0.1.2|. Product: C(C)OC(CC=1C=NC=C(C1)C1=C(C=C(C=C1)C(F)(F)F)CN(C(CCC1=CC=CC=C1)=O)CC)=O ([5-(2-{[N-ethyl-N-(3-phenyl-propionyl)-amino]-methyl}-4-trifluoromethyl-phenyl)-pyridin-3-yl]-acetic acid ethyl ester). The reactants are Cl.Cl.C(C)OC(CC=1C=NC=C(C1)C1=C(C=C(C=C1)C(F)(F)F)CNCC)=O ([5-(2-Ethylaminomethyl-4-trifluoromethyl-phenyl)-pyridin-3-yl]-acetic acid ethyl ester, dihydrochloride), C(CCC1=CC=CC=C1)(=O)O (hydrocinnamic acid). Procedure: [5-(2-Ethylaminomethyl-4-trifluoromethyl-phenyl)-pyridin-3-yl]-acetic acid ethyl ester, dihydrochloride and hydrocinnamic acid were reacted as described in Example 8, Step 6 to provide [5-(2-{[N-ethyl-N-(3-phenyl-propionyl)-amino]-methyl}-4-trifluoromethyl-phenyl)-pyridin-3-yl]-acetic acid ethyl ester.